Dataset: the Open Reaction Database (ORD), a public repository of structured organic reaction records. Task: describe an organic reaction: reactants, conditions, products, and yield Reactants: CC(O)C1CCC2C(=CBr)CCCC21C, C[N+]1([O-])CCOCC1, CC#N, CCOC(C)=O. Product: CC(=O)C1CCC2C(=CBr)CCCC12C. RXN SMILES: [Br:1][CH:2]=[C:3]1[CH2:4][CH2:5][CH2:6][C:7]2([CH3:15])[CH:8]([CH:12]([CH3:13])[OH:14])[CH2:9][CH2:10][CH:11]12.[CH3:16][N+:17]1([O-:18])[CH2:19][CH2:20][O:21][CH2:22][CH2:23]1.[CH3:24][C:25]#[N:26].[CH3:27][CH2:28][O:29][C:30](=[O:31])[CH3:32]>>[Br:1][CH:2]=[C:3]1[CH2:4][CH2:5][CH2:6][C:7]2([CH3:15])[CH:8]([C:12]([CH3:13])=[O:14])[CH2:9][CH2:10][CH:11]12. Reactants: C(C1=CC=CC=C1)O[C@@H]([C@H](C(=O)O)NC(=O)OC(C)(C)C)C(F)(F)F ((2R,3S)-3-(benzyloxy)-2-(tert-butoxycarbonylamino)-4,4,4-trifluorobutanoic acid), Cl (hydrogen chloride). The solvent is CCOC(=O)C (EtOAc), CCOC(=O)C (EtOAc). Run at time 1.5 hour. The product is Cl.N[C@@H](C(=O)O)[C@@H](C(F)(F)F)OCC1=CC=CC=C1 ((2R,3S)-2-amino-3-(benzyloxy)-4,4,4-trifluorobutanoic acid hydrochloride salt). Yield: 84.0%. As a reaction SMILES: [CH2:1]([O:8][C@H:9]([C:22]([F:25])([F:24])[F:23])[C@@H:10]([NH:14]C(OC(C)(C)C)=O)[C:11]([OH:13])=[O:12])[C:2]1[CH:7]=[CH:6][CH:5]=[CH:4][CH:3]=1.[ClH:26]>CCOC(C)=O>[ClH:26].[NH2:14][C@H:10]([C@H:9]([O:8][CH2:1][C:2]1[CH:3]=[CH:4][CH:5]=[CH:6][CH:7]=1)[C:22]([F:24])([F:25])[F:23])[C:11]([OH:13])=[O:12] |f:3.4|. Reported procedure: To a solution of (2R,3S)-3-(benzyloxy)-2-(tert-butoxycarbonylamino)-4,4,4-trifluorobutanoic acid (1.56 g, 4.2 mmol) in EtOAc (30 mL) was added EtOAc saturated with hydrogen chloride (30 mL) at 0° C. Then, the mixture was stirred at room temperature for 1.5 h. After concentration of the reaction mixture to about 15 mL, the white solid was collected by filtration and washed with EtOAc, dried in vacuum to give the title compound (2R,3S)-2-amino-3-(benzyloxy)-4,4,4-trifluorobutanoic acid hydrochlori...